describe an organic reaction: reactants, conditions, products, and yield From a dataset of the Open Reaction Database (ORD), a public repository of structured organic reaction records. The reactants are [OH-].[Na+] (sodium hydroxide), C(=O)C=C (acrolein), C(C1=CC=CC=C1)C1CCNCC1 (4-benzylpiperidine), C(C1=CC=CC=C1)N (Benzylamine), triacetoxy sodium borohydride. Reagents/catalysts: C1CCC2=NCCCN2CC1 (DBU). Solvent: C1CCOC1 (THF), C1CCOC1 (THF). The product is C(C1=CC=CC=C1)C1CCN(CC1)CCCNCC1=CC=CC=C1 (N-[3-(4-Benzyl-1-piperidinyl)propyl]benzylamine). Yield: 35.4%. As a reaction SMILES: [CH:1]([CH:3]=[CH2:4])=O.[CH2:5]([CH:12]1[CH2:17][CH2:16][NH:15][CH2:14][CH2:13]1)[C:6]1[CH:11]=[CH:10][CH:9]=[CH:8][CH:7]=1.[CH2:18]([NH2:25])[C:19]1[CH:24]=[CH:23][CH:22]=[CH:21][CH:20]=1.[OH-].[Na+]>C1COCC1.C1CCN2C(=NCCC2)CC1>[CH2:5]([CH:12]1[CH2:17][CH2:16][N:15]([CH2:4][CH2:3][CH2:1][NH:25][CH2:18][C:19]2[CH:24]=[CH:23][CH:22]=[CH:21][CH:20]=2)[CH2:14][CH2:13]1)[C:6]1[CH:11]=[CH:10][CH:9]=[CH:8][CH:7]=1 |f:3.4|. Procedure: A solution of acrolein (90%, 3.2 g, 57 mmol) in THF (2 ml) was dropwise added to a solution of 4-benzylpiperidine (10.0 g, 57 mmol) and DBU (85 μl, 0.57 mmol) in THF (10 ml) for 10 minutes at −20° C. under stirring. The mixture was stirred for an hour raising the temperature from −20° C. to −10° C. Benzylamine (6.1 g, 57 mmol) and triacetoxy sodium borohydride (24.2 g, 114 mmol) were added to the reaction mixture successively at −10° C., and the mixture was stirred for 19 hours raising the tempe... Reactants: OC=1C=C(C(C(=O)O)=CC1)C(=O)O (4-hydroxyphthalic acid), O (water), C(CCC)N (n-butylamine), C(C)O (ethanol). Solvent: C(C)(=O)OCC.C1=CC=CC=C1 (ethyl acetate benzene). The product is OC=1C=C2C(C(=O)N(C2=O)CCCC)=CC1 (4-hydroxy-N-n-butylphthalimide). Reaction SMILES: [OH:1][C:2]1[CH:3]=[C:4]([C:11]([OH:13])=O)[C:5](=[CH:9][CH:10]=1)[C:6]([OH:8])=O.[CH2:14]([NH2:18])[CH2:15][CH2:16][CH3:17].C(O)C.O>C(OCC)(=O)C.C1C=CC=CC=1>[OH:1][C:2]1[CH:3]=[C:4]2[C:11](=[O:13])[N:18]([CH2:14][CH2:15][CH2:16][CH3:17])[C:6](=[O:8])[C:5]2=[CH:9][CH:10]=1 |f:4.5|. Procedure: In a 250-ml round bottom flask were placed 20.5 g (112.6 mmols) of 4-hydroxyphthalic acid, 8.2 g (112.6 mmols) of n-butylamine and 100 ml of absolute ethanol. After mixing, the resulting mixture generated heat gently. The mixture was sufficiently stirred until the solids were completely dissolved. The alcohol was distilled off under reduced pressure, after which the viscous liquid thus obtained was heated at 180° C. for about 3 hours with continuous extraction of water. After cooling, the residu...